This data is from the Open Reaction Database (ORD), a public repository of structured organic reaction records. The task is: describe an organic reaction: reactants, conditions, products, and yield Starting materials: [Br-], CC[N+](CC)(CC)CC, ClCC1CO1, O, O=C(O)C=Cc1ccccc1. The product is O=C(C=Cc1ccccc1)OCC1CO1. As a reaction SMILES: [Br-:17].[CH2:18]([N+:19]([CH2:20][CH3:21])([CH2:22][CH3:23])[CH2:24][CH3:25])[CH3:26].[Cl:12][CH2:13][CH:14]1[CH2:15][O:16]1.[OH2:27].[OH:1][C:2](=[O:3])[CH:4]=[CH:5][c:6]1[cH:7][cH:8][cH:9][cH:10][cH:11]1>>[O:1]([C:2](=[O:3])[CH:4]=[CH:5][c:6]1[cH:7][cH:8][cH:9][cH:10][cH:11]1)[CH2:13][CH:14]1[CH2:15][O:16]1. Reactants: COC(=O)C=1C(=C2C=C(C(N(C2=CN1)CC1=CC=CC=C1)=O)C1=C(C=CC=C1)C(F)(F)F)O (1-benzyl-5-hydroxy-2-oxo-3-(2-trifluoromethyl-phenyl)-1,2-dihydro-[1,7]naphthyridine-6-carboxylic acid methyl ester), BrN1C(CCC1=O)=O (N-bromosuccinimide). The yield is 79.0%. Run in C(Cl)Cl (CH2Cl2). Reaction SMILES: [CH3:1][O:2][C:3]([C:5]1[C:6]([OH:33])=[C:7]2[C:12](=[CH:13][N:14]=1)[N:11]([CH2:15][C:16]1[CH:21]=[CH:20][CH:19]=[CH:18][CH:17]=1)[C:10](=[O:22])[C:9]([C:23]1[CH:28]=[CH:27][CH:26]=[CH:25][C:24]=1[C:29]([F:32])([F:31])[F:30])=[CH:8]2)=[O:4].[Br:34]N1C(=O)CCC1=O>C(Cl)Cl>[CH3:1][O:2][C:3]([C:5]1[C:6]([OH:33])=[C:7]2[C:12](=[C:13]([Br:34])[N:14]=1)[N:11]([CH2:15][C:16]1[CH:17]=[CH:18][CH:19]=[CH:20][CH:21]=1)[C:10](=[O:22])[C:9]([C:23]1[CH:28]=[CH:27][CH:26]=[CH:25][C:24]=1[C:29]([F:32])([F:31])[F:30])=[CH:8]2)=[O:4]. Procedure: A mixture of 1-benzyl-5-hydroxy-2-oxo-3-(2-trifluoromethyl-phenyl)-1,2-dihydro-[1,7]naphthyridine-6-carboxylic acid methyl ester (85 mg, 0.19 mmol) and N-bromosuccinimide (37 mg, 0.21 mmol) in CH2Cl2 (0.8 mL) was refluxed for 3 h. Solvent was evaporated in vacuo, and the residue was purified by silica gel chromatography (5-30% EtOAc/hexanes+1% AcOH) to give 80 mg of the title compound as a yellow solid. MS: (−) m/z 531.17, 533.12 (M-1, 79/81Br). Yields the product COC(=O)C=1C(=C2C=C(C(N(C2=C(N1)Br)CC1=CC=CC=C1)=O)C1=C(C=CC=C1)C(F)(F)F)O (1-Benzyl-8-bromo-5-hydroxy-2-oxo-3-(2-trifluoromethyl-phenyl)-1,2-dihydro-[1,7]naphthyridine-6-carboxylic acid methyl ester). Starting materials: CC(C)(C)OC(=O)NCCON, O=C(n1ccnc1)n1ccnc1, CCN(C(C)C)C(C)C, ClCCl, Cn1ncc(N)c1N, O=S(=O)(O)O. Product: Cn1ncc(NC(=O)NOCCNC(=O)OC(C)(C)C)c1N. Reaction SMILES: [C:13]([CH3:14])([CH3:15])([CH3:16])[O:17][C:18](=[O:19])[NH:20][CH2:21][CH2:22][O:23][NH2:24].[C:1](=[O:2])([n:3]1[cH:4][cH:5][n:6][cH:7]1)[n:8]1[cH:9][cH:10][n:11][cH:12]1.[CH2:25]([N:26]([CH:27]([CH3:28])[CH3:29])[CH:30]([CH3:31])[CH3:32])[CH3:33].[CH2:47]([Cl:48])[Cl:49].[NH2:39][c:40]1[cH:41][n:42][n:43]([CH3:46])[c:44]1[NH2:45].[S:34](=[O:35])(=[O:36])([OH:37])[OH:38]>>[C:1](=[O:2])([NH:24][O:23][CH2:22][CH2:21][NH:20][C:18]([O:17][C:13]([CH3:14])([CH3:15])[CH3:16])=[O:19])[NH:39][c:40]1[cH:41][n:42][n:43]([CH3:46])[c:44]1[NH2:45]. Starting materials: FC=1C=C(C=CC1B1OC(C(O1)(C)C)(C)C)NC(=O)NCCF (1-(3-fluoro-4-(4,4,5,5-tetramethyl-1,3,2-dioxaborolan-2-yl)phenyl)-3-(2-fluoroethyl)urea), FC=1C=C(C=CC1B1OC(C(O1)(C)C)(C)C)NC(=O)NCCF (1-(3-fluoro-4-(4,4,5,5-tetramethyl-1,3,2-dioxaborolan-2-yl)phenyl)-3-(2-fluoroethyl)urea), C(O)CN (ethanolamine). Yields the product FC=1C=C(C=CC1B1OC(C(O1)(C)C)(C)C)NC(=O)NCCO (1-(3-fluoro-4-(4,4,5,5-tetramethyl-1,3,2-dioxaborolan-2-yl)phenyl)-3-(2-hydroxyethyl)urea). Reaction SMILES: [F:1][C:2]1[CH:3]=[C:4]([NH:17][C:18]([NH:20][CH2:21][CH2:22]F)=[O:19])[CH:5]=[CH:6][C:7]=1[B:8]1[O:12][C:11]([CH3:14])([CH3:13])[C:10]([CH3:16])([CH3:15])[O:9]1.C(CN)[OH:25]>>[F:1][C:2]1[CH:3]=[C:4]([NH:17][C:18]([NH:20][CH2:21][CH2:22][OH:25])=[O:19])[CH:5]=[CH:6][C:7]=1[B:8]1[O:12][C:11]([CH3:14])([CH3:13])[C:10]([CH3:16])([CH3:15])[O:9]1. Procedure: Method as described for 1-(3-fluoro-4-(4,4,5,5-tetramethyl-1,3,2-dioxaborolan-2-yl)phenyl)-3-(2-fluoroethyl)urea (intermediate 31) using ethanolamine as starting material. The solvent is CO (methanol). As a reaction SMILES: C[O:2][C:3](=[O:37])[C@@H:4]([NH:27][S:28]([C:31]1[CH:36]=[CH:35][CH:34]=[CH:33][CH:32]=1)(=[O:30])=[O:29])[CH2:5][NH:6][C:7](=[O:26])[C:8]1[CH:13]=[CH:12][C:11]([O:14][CH2:15][CH2:16][C:17]2[NH:18][C:19]3[C:24]([CH:25]=2)=[CH:23][CH:22]=[CH:21][CH:20]=3)=[CH:10][CH:9]=1.[OH-].[Na+]>CO>[NH:18]1[C:19]2[C:24](=[CH:23][CH:22]=[CH:21][CH:20]=2)[CH:25]=[C:17]1[CH2:16][CH2:15][O:14][C:11]1[CH:10]=[CH:9][C:8]([C:7]([NH:6][CH2:5][C@H:4]([NH:27][S:28]([C:31]2[CH:36]=[CH:35][CH:34]=[CH:33][CH:32]=2)(=[O:29])=[O:30])[C:3]([OH:37])=[O:2])=[O:26])=[CH:13][CH:12]=1 |f:1.2|. Procedure: A methanol solution (50 mL) of 4-5 (1.3 g, 4.0 mmol) and 1N NaOH (20 mL, 20 mmol) was stirred at 50° C. for 4 h. The reaction was concentrated and the residue acidified with 1M NaHSO4 solution to provide 4-6 as a beige colored solid. Reactants: COC([C@H](CNC(C1=CC=C(C=C1)OCCC=1NC2=CC=CC=C2C1)=O)NS(=O)(=O)C1=CC=CC=C1)=O (4-[2-(Indol-2-yl)ethyloxy]benzoyl-2(S)-phenylsulfonylamino-β-alanine methyl ester), [OH-].[Na+] (NaOH). Yields the product N1C(=CC2=CC=CC=C12)CCOC1=CC=C(C(=O)NC[C@@H](C(=O)O)NS(=O)(=O)C2=CC=CC=C2)C=C1 (4-[2-(Indol-2-yl)ethyloxy]benzoyl-2(S)-phenylsulfonylamino-β-alanine). The reactants are CS(C)=O, CCC(CCOS(C)(=O)=O)(c1ccc(Cl)cc1)c1c[nH]c2c(CSC)cccc12, ClCCl, N#C[K], O. Product: CCC(CCC#N)(c1ccc(Cl)cc1)c1c[nH]c2c(CSC)cccc12. As a reaction SMILES: [CH3:37][S:38]([CH3:39])=[O:40].[CH3:4][S:5]([O:6][CH2:9][CH2:10][C:11]([CH2:12][CH3:13])([c:14]1[cH:15][nH:16][c:17]2[c:18]([CH2:23][S:24][CH3:25])[cH:19][cH:20][cH:21][c:22]12)[c:26]1[cH:27][cH:28][c:29]([Cl:32])[cH:30][cH:31]1)(=[O:7])=[O:8].[Cl:34][CH2:35][Cl:36].[K:1][C:2]#[N:3].[OH2:33]>>[C:2](#[N:3])[CH2:9][CH2:10][C:11]([CH2:12][CH3:13])([c:14]1[cH:15][nH:16][c:17]2[c:18]([CH2:23][S:24][CH3:25])[cH:19][cH:20][cH:21][c:22]12)[c:26]1[cH:27][cH:28][c:29]([Cl:32])[cH:30][cH:31]1.